Dataset: the Open Reaction Database (ORD), a public repository of structured organic reaction records. Task: describe an organic reaction: reactants, conditions, products, and yield Starting materials: NC1=CC=CC=C1 (aniline), NC(=O)N (urea), C12CN(CC(CC1)O2)C2=C1C(=NC(=N2)C2=CC=C(C=C2)NC(=O)NCC)N(N=C1)C1CCN(CC1)C(=O)OCC (ethyl 4-(4-(8-oxa-3-azabicyclo[3.2.1]octan-3-yl)-6-(4-(3-ethylureido)phenyl)-1H-pyrazolo[3,4-d]pyrimidin-1-yl)piperidine-1-carboxylate), NC1=CC=C(CCO)C=C1 (4-aminophenethyl alcohol). Product: C12CN(CC(CC1)O2)C2=C1C(=NC(=N2)C2=CC=C(C=C2)NC(=O)NC2=CC=C(C=C2)CCO)N(N=C1)C (1-(4-(4-(8-oxa-3-azabicyclo[3.2.1]octan-3-yl)-1-methyl-1H-pyrazolo[3,4-d]pyrimidin-6-yl)phenyl)-3-(4-(2-hydroxyethyl)phenyl)urea). As a reaction SMILES: NC(N)=O.[CH:5]12[O:12][CH:9]([CH2:10][CH2:11]1)[CH2:8][N:7]([C:13]1[N:18]=[C:17]([C:19]3[CH:24]=[CH:23][C:22]([NH:25][C:26]([NH:28][CH2:29][CH3:30])=[O:27])=[CH:21][CH:20]=3)[N:16]=[C:15]3[N:31]([CH:34]4CCN(C(OCC)=O)CC4)[N:32]=[CH:33][C:14]=13)[CH2:6]2.NC1C=[CH:53][C:49]([CH2:50][CH2:51][OH:52])=[CH:48][CH:47]=1.NC1C=CC=CC=1>>[CH:9]12[O:12][CH:5]([CH2:11][CH2:10]1)[CH2:6][N:7]([C:13]1[N:18]=[C:17]([C:19]3[CH:24]=[CH:23][C:22]([NH:25][C:26]([NH:28][C:29]4[CH:30]=[CH:53][C:49]([CH2:50][CH2:51][OH:52])=[CH:48][CH:47]=4)=[O:27])=[CH:21][CH:20]=3)[N:16]=[C:15]3[N:31]([CH3:34])[N:32]=[CH:33][C:14]=13)[CH2:8]2. Procedure details: A urea formation procedure similar to that used for the synthesis of ethyl 4-(4-(8-oxa-3-azabicyclo[3.2.1]octan-3-yl)-6-(4-(3-ethylureido)phenyl)-1H-pyrazolo[3,4-d]pyrimidin-1-yl)piperidine-1-carboxylate is used, utilizing 4-aminophenethyl alcohol as the aniline component. (41%, MS=500.2 (M+H)) Starting materials: ClC=1C(N(C=C(N1)Cl)[C@H](CC)C1CC1)=O (3,5-dichloro-1-[(1R)-1-cyclopropylpropyl]-2(1H)-pyrazinone), COC1=CC2=C(NCCO2)C=C1 (7-methoxy-3,4-dihydro-2H-1,4-benzoxazine). The product is ClC=1N=C(C(N(C1)[C@H](CC)C1CC1)=O)N1CCOC2=C1C=CC(=C2)OC (5-chloro-1-[(1R)-1-cyclopropylpropyl]-3-(7-methoxy-2,3-dihydro-4H-1,4-benzoxazin-4-yl)-2(1H)-pyrazinone). RXN SMILES: Cl[C:2]1[C:3](=[O:15])[N:4]([C@@H:9]([CH:12]2[CH2:14][CH2:13]2)[CH2:10][CH3:11])[CH:5]=[C:6]([Cl:8])[N:7]=1.[CH3:16][O:17][C:18]1[CH:27]=[CH:26][C:21]2[NH:22][CH2:23][CH2:24][O:25][C:20]=2[CH:19]=1>>[Cl:8][C:6]1[N:7]=[C:2]([N:22]2[C:21]3[CH:26]=[CH:27][C:18]([O:17][CH3:16])=[CH:19][C:20]=3[O:25][CH2:24][CH2:23]2)[C:3](=[O:15])[N:4]([C@@H:9]([CH:12]2[CH2:14][CH2:13]2)[CH2:10][CH3:11])[CH:5]=1. Procedure: Prepared in a similar fashion as described for Example 556 using 3,5-dichloro-1-[(1R)-1-cyclopropylpropyl]-2(1H)-pyrazinone and 7-methoxy-3,4-dihydro-2H-1,4-benzoxazine as the starting materials to give an oil. 1H NMR (300 MHz, CDCl3): δ 6.98 (s, 1H), 6.94 (d, J=9.6 Hz, 1H), 6.44–6.41 (m, 2H), 4.33–4.30 (m, 2H), 4.18–4.08 (m, 3H), 3.75 (s, 3H), 1.92–1.78 (m, 2H), 1.10–1.00 (m, 1H), 0.95 (t, J=7.3 Hz, 3H), 0.81–0.77 (m, 1H), 0.60–0.48 (m, 2H), 0.38–0.20 (m, 1H); HRMS (ESI) m/z 376.1452 [(M+H)+, c...